The task is: describe an organic reaction: reactants, conditions, products, and yield. This data is from the Open Reaction Database (ORD), a public repository of structured organic reaction records. Reported procedure: The above resin bound 4-formyl-N-(2H-tetrazol-5-yl)benzamide (50 mg) was treated with a 0.5 M solution of 4-cyclohexylaniline (0.25 mmol, 41.25 mg) in a mixture of DMF and trimethylorthoformate (1:1, 0.5 mL) and glacial acetic acid (50 μL) for 1 hour at 25° C. followed by sodium cyanoborohydride (250 μmol, 16 mg) dissolved in a mixture of DMF and methanol (1:1, 0.25 mL). Shaking at 25° C. for 4 hours followed by filtration and washing with a mixture of DMF and methanol (1:1, 2×1 mL), 3×1 mL DMF ... As a reaction SMILES: [CH:1]([C:3]1[CH:16]=[CH:15][C:6]([C:7]([NH:9][C:10]2[N:11]=[N:12][NH:13][N:14]=2)=[O:8])=[CH:5][CH:4]=1)=O.[CH:17]1([C:23]2[CH:29]=[CH:28][C:26]([NH2:27])=[CH:25][CH:24]=2)[CH2:22][CH2:21][CH2:20][CH2:19][CH2:18]1.[C:30]([OH:33])(=O)C.[C:34]([BH3-])#[N:35].[Na+]>CN(C=O)C.COC(OC)OC.CO>[C:7]([C:6]1[CH:15]=[C:34]([NH:35][C:30](=[O:33])[N:27]([CH2:1][C:3]2[CH:16]=[CH:15][C:6]([C:7]([NH:9][C:10]3[N:11]=[N:12][NH:13][N:14]=3)=[O:8])=[CH:5][CH:4]=2)[C:26]2[CH:25]=[CH:24][C:23]([CH:17]3[CH2:18][CH2:19][CH2:20][CH2:21][CH2:22]3)=[CH:29][CH:28]=2)[CH:3]=[CH:4][CH:5]=1)#[N:9] |f:3.4|. Product: C(#N)C=1C=C(C=CC1)NC(N(C1=CC=C(C=C1)C1CCCCC1)CC1=CC=C(C(=O)NC=2N=NNN2)C=C1)=O (4-[3-(3-Cyanophenyl)-1-(4-cyclohexylphenyl)ureidomethyl]-N-(2H-tetrazol-5-yl)benzamide). The reactants are solution, C1(CCCCC1)C1=CC=C(N)C=C1 (4-cyclohexylaniline), C(C)(=O)O (acetic acid), C(=O)C1=CC=C(C(=O)NC=2N=NNN2)C=C1 (4-formyl-N-(2H-tetrazol-5-yl)benzamide), C(#N)[BH3-].[Na+] (sodium cyanoborohydride). Conditions: temperature 25 celsius, time 4 hour. The solvent is CN(C)C=O (DMF), COC(OC)OC (trimethylorthoformate), CN(C)C=O (DMF), CO (methanol). The reactants are BrCBr, CS(C)=O, CCCCC(C#N)c1ccc(Cl)cc1, [Na+], [OH-]. The product is CCCCC(C#N)(CBr)c1ccc(Cl)cc1. As a reaction SMILES: [CH2:15]([Br:16])[Br:17].[CH3:20][S:21]([CH3:22])=[O:23].[Cl:1][c:2]1[cH:3][cH:4][c:5]([CH:8]([C:9]#[N:10])[CH2:11][CH2:12][CH2:13][CH3:14])[cH:6][cH:7]1.[Na+:19].[OH-:18]>>[Cl:1][c:2]1[cH:3][cH:4][c:5]([C:8]([C:9]#[N:10])([CH2:11][CH2:12][CH2:13][CH3:14])[CH2:15][Br:16])[cH:6][cH:7]1. Reactants: ClC1=C(C=CC(=C1)OC)O (2-chloro-4-methoxy-phenol), C(C)(C)(C)OC(=O)N1CCC(CC1)N1N=CC=2C1=NC=NC2Cl (4-(4-chloro-pyrazolo[3,4-d]pyrimidin-1-yl)-piperidine-1-carboxylic acid tert-butyl ester), C(C)(C)(C)OC(=O)N1CCC(CC1)N1N=CC=2C1=NC=NC2Cl (4-(4-chloro-pyrazolo[3,4-d]pyrimidin-1-yl)-piperidine-1-carboxylic acid tert-butyl ester), C([O-])([O-])=O.[K+].[K+] (potassium carbonate), C([O-])([O-])=O.[Na+].[Na+] (sodium carbonate). Run in CN(C=O)C (dimethylformamide). Run at temperature 160 celsius. The product is C(C)(C)(C)OC(=O)N1CCC(CC1)N1N=CC=2C1=NC=NC2OC2=C(C=C(C=C2)OC)Cl (4-[4-(2-chloro-4-methoxy-phenoxy)-pyrazolo[3,4-d]pyrimidin-1-yl]-piperidine-1-carboxylic acid tert-butyl ester). Isolated yield 34.2%. RXN SMILES: [Cl:1][C:2]1[CH:7]=[C:6]([O:8][CH3:9])[CH:5]=[CH:4][C:3]=1[OH:10].[C:11]([O:15][C:16]([N:18]1[CH2:23][CH2:22][CH:21]([N:24]2[C:28]3=[N:29][CH:30]=[N:31][C:32](Cl)=[C:27]3[CH:26]=[N:25]2)[CH2:20][CH2:19]1)=[O:17])([CH3:14])([CH3:13])[CH3:12].C(=O)([O-])[O-].[K+].[K+].C(=O)([O-])[O-].[Na+].[Na+]>CN(C)C=O>[C:11]([O:15][C:16]([N:18]1[CH2:19][CH2:20][CH:21]([N:24]2[C:28]3=[N:29][CH:30]=[N:31][C:32]([O:10][C:3]4[CH:4]=[CH:5][C:6]([O:8][CH3:9])=[CH:7][C:2]=4[Cl:1])=[C:27]3[CH:26]=[N:25]2)[CH2:22][CH2:23]1)=[O:17])([CH3:14])([CH3:12])[CH3:13] |f:2.3.4,5.6.7|. Procedure details: A mixture of 2-chloro-4-methoxy-phenol (Aldrich Chemical Company, Inc., Milwaukee, Wis., USA 29 mg, 0.178 mmol), 4-(4-chloro-pyrazolo[3,4-d]pyrimidin-1-yl)-piperidine-1-carboxylic acid tert-butyl ester (Intermediate 19; 60 mg, 0.178 mmol), and potassium carbonate (54 mg, 0.391 mmol) in dimethylformamide (1 mL) was heated in a microwave oven at 160° C. for 10 min. Saturated sodium carbonate solution was added to the reaction mixture, and the mixture was then filtered through a pad of silica gel t... Starting materials: C(C)(=O)O[BH-](OC(C)=O)OC(C)=O.[Na+] (sodium triacetoxyborohydride), ClCCl (dichloromethane), CSC1=C(C=C(C=C1)N)C(F)(F)F (4-Methylsulfanyl-3-trifluoromethyl-phenylamine), C(C)(C)(C)OC(=O)N1CCC(CC1)=O (4-oxo-piperidine-1-carboxylic acid tert-butyl ester), ClCCl (dichloromethane). Run at time 2 day. The product is Cl.CSC1=C(C=C(C=C1)NC1CCNCC1)C(F)(F)F ((4-methylsulfanyl-3-trifluoromethyl-phenyl)-piperidin-4-yl-amine hydrochloride), Cl (hydrochloride). RXN SMILES: [CH3:1][S:2][C:3]1[CH:8]=[CH:7][C:6]([NH2:9])=[CH:5][C:4]=1[C:10]([F:13])([F:12])[F:11].C(OC([N:21]1[CH2:26][CH2:25][C:24](=O)[CH2:23][CH2:22]1)=O)(C)(C)C.C(O[BH-](OC(=O)C)OC(=O)C)(=O)C.[Na+].[Cl:42]CCl>>[ClH:42].[CH3:1][S:2][C:3]1[CH:8]=[CH:7][C:6]([NH:9][CH:24]2[CH2:25][CH2:26][NH:21][CH2:22][CH2:23]2)=[CH:5][C:4]=1[C:10]([F:11])([F:12])[F:13].[ClH:42] |f:2.3,5.6|. Procedure details: 4-Methylsulfanyl-3-trifluoromethyl-phenylamine (414 mg; 2.00 mmol), 4-oxo-piperidine-1-carboxylic acid tert-butyl ester (400 mg; 2.00 mmol) and sodium triacetoxyborohydride (1.27 g; 6.00 mmol) are suspended in dichloromethane (10 mL) and the resulting mixture is stirred for 2 days. The suspension is then diluted with dichloromethane (50 mL) and is washed with water (30 mL) and aq. sat. ammonium chloride (3×30 mL). The organic phase is dried over magnesium sulphate, filtered and concentrated unde... The reactants are C1CCOC1, NOCc1ccccc1, O=C=NCCCl. Product: O=C(NCCCl)NOCc1ccccc1. Reaction SMILES: [CH2:16]1[O:17][CH2:18][CH2:19][CH2:20]1.[CH2:1]([c:2]1[cH:3][cH:4][cH:5][cH:6][cH:7]1)[O:8][NH2:9].[Cl:10][CH2:11][CH2:12][N:13]=[C:14]=[O:15]>>[CH2:1]([c:2]1[cH:3][cH:4][cH:5][cH:6][cH:7]1)[O:8][NH:9][C:14]([NH:13][CH2:12][CH2:11][Cl:10])=[O:15]. Starting materials: C1CC2=C3C(=C(C=C2)O)CCCN3C1 (8-Hydroxyjulolidine), CC(C(CC(=O)OC)=O)(C)C (methyl 4,4-dimethyl-3-oxopentanoate), CC(C(CC(=O)OC)=O)(C)C (methyl 4,4-dimethyl-3-oxopentanoate). The solvent is ClCCl (dichloromethane). Run at time 2 hour. Product: CC(C)(C)C=1OC=2C(C(C1)=O)=CC=1CCCN3CCCC2C13 (11-[1,1-dimethylethyl]-9-oxo-2,3,6,7-tetrahydro-1H,5H-[1]benzopyrano[6,7,8-ij]quinolizine). The yield is 71.2%. As a reaction SMILES: [CH2:1]1[CH2:14][N:13]2[C:4]3[C:5]([CH2:10][CH2:11][CH2:12]2)=[C:6]([OH:9])[CH:7]=[CH:8][C:3]=3[CH2:2]1.[CH3:15][C:16]([CH3:25])([CH3:24])[C:17](=O)[CH2:18][C:19](OC)=[O:20]>ClCCl>[CH3:15][C:16]([C:17]1[O:9][C:6]2[C:7](=[CH:8][C:3]3[CH2:2][CH2:1][CH2:14][N:13]4[C:4]=3[C:5]=2[CH2:10][CH2:11][CH2:12]4)[C:19](=[O:20])[CH:18]=1)([CH3:25])[CH3:24]. Procedure: 8-Hydroxyjulolidine (1.0 g, 5.29 mmol) and methyl 4,4-dimethyl-3-oxopentanoate (1.0 g, 6.32 mmol) were heated together under nitrogen at 200° C. for 4 hours, after which time more methyl 4,4-dimethyl-3-oxopentanoate (0.5 g, 3.16 mmol) was added and heating was continued for 2 hours. After cooling to room temperature, the reaction mixture was dissolved in dichloromethane and applied to a short column of silica gel (approx. 200 g). Elution with dichloromethane removed non-polar by-products, while ... Reactants: Cl.N[C@@H](CCCCN)C(=O)O (L-lysine, monohydrochloride), C(C1=CC=CC=C1)=O (benzaldehyde), C1(=CC=CC=C1)C (toluene), C(C1=CC=CC=C1)=O (Benzaldehyde). The solvent is [OH-].[Li+] (lithium hydroxide). Run at time 3 hour. Product: N[C@H](C(=O)O)CCCCN=CC1=CC=CC=C1 ((S)-2-amino-6-[(benzylidene)amino]hexanoic acid). Reaction SMILES: Cl.[NH2:2][C@H:3]([C:9]([OH:11])=[O:10])[CH2:4][CH2:5][CH2:6][CH2:7][NH2:8].[CH:12](=O)[C:13]1[CH:18]=[CH:17][CH:16]=[CH:15][CH:14]=1.C1(C)C=CC=CC=1>[OH-].[Li+]>[NH2:2][C@@H:3]([CH2:4][CH2:5][CH2:6][CH2:7][N:8]=[CH:12][C:13]1[CH:18]=[CH:17][CH:16]=[CH:15][CH:14]=1)[C:9]([OH:11])=[O:10] |f:0.1,4.5|. Procedure: L-lysine, monohydrochloride (130 g.) is dissolved in 2N lithium hydroxide (360 ml.) solution in a 2-liter, 3-necked, round bottom flask, equipped with an overhead stirrer, addition funnel and thermometer. Benzaldehyde (76.4 ml.) is added dropwise to this vigorously stirring solution at a temperature of about 5°. The reaction mixture turns cloudy at first and then becomes a thick mass of white precipitate. The rest of the benzaldehyde is added along with toluene (300 ml.) to improve the difficult... Reactants: CCO, CCOC(=O)Cc1c([N+](=O)[O-])cc([N+](=O)[O-])c2ccccc12, O. Yields the product CCOC(=O)Cc1c([N+](=O)[O-])cc(N)c2ccccc12. RXN SMILES: [CH3:24][CH2:25][OH:26].[N+:1](=[O:2])([O-:3])[c:4]1[c:5]([CH2:17][C:18](=[O:19])[O:20][CH2:21][CH3:22])[c:6]2[cH:7][cH:8][cH:9][cH:10][c:11]2[c:12]([N+:14]([O-:15])=[O:16])[cH:13]1.[OH2:23]>>[N+:1](=[O:2])([O-:3])[c:4]1[c:5]([CH2:17][C:18](=[O:19])[O:20][CH2:21][CH3:22])[c:6]2[cH:7][cH:8][cH:9][cH:10][c:11]2[c:12]([NH2:14])[cH:13]1. Reactants: quaternary ammonium, C(C(=C)C)(=O)[O-] (methacrylate), anhydride, C1=CC=C(C=C1)/C=C/CO[C@H]2[C@@H]([C@H]([C@@H]([C@H](O2)CO)O)O)O (rosin), C(C(=C)C)(=O)[O-] (methacrylate), CC(C)C1=CC[C@H]2C(=C1)CC[C@@H]3[C@@]2(CCC[C@@]3(C)C(=O)O)C (levopimaric acid). Run in S(=O)(Cl)Cl (thionyl chloride). Product: C(C(=C)C)(=O)OCCO (2-hydroxyethyl methacrylate). RXN SMILES: C1C=CC(/C=C/C[O:10][C@@H:11]2[O:16][C@H:15]([CH2:17][OH:18])[C@@H](O)[C@H:13](O)[C@H:12]2O)=CC=1.[C:22]([O-])(=O)C(C)=C.CC(C1C=C2CC[C@H]3[C@@](C(O)=O)(C)CCC[C@]3(C)[C@H]2CC=1)C>S(Cl)(Cl)=O>[C:11]([O:16][CH2:15][CH2:17][OH:18])(=[O:10])[C:12]([CH3:13])=[CH2:22]. Procedure details: This example is to prepare quaternary ammonium-containing rosin-derived methacrylate polymers, according to the exemplary method shown in FIG. 2. The method involves the synthesis of methacrylate monomers containing Diels-Alder adduct (anhydride) by esterification, and homopolymer by free radical polymerization. Following the amidation and quaternization reactions, the quaternary ammonium group is introduced. A typical procedure for the synthesis is described as follows: levopimaric acid is diss...